Dataset: the Open Reaction Database (ORD), a public repository of structured organic reaction records. Task: describe an organic reaction: reactants, conditions, products, and yield The reactants are C1[C@H]([C@@H]1N)C2=CC=CC=C2 (trans-amine), C(C)(C)N(C(C)C)CC (N,N-diisopropylethylamine), BrC1=NC=CC=C1[N+](=O)[O-] (2-bromo-3-nitro-pyridine), O1CCCC1 (tetrahydrofuran). Reaction conditions: temperature 60 celsius. The product is [N+](=O)([O-])C=1C(=NC=CC1)NCC1(CCCCC1)C1=CC=CC=C1 ((3-nitro-pyridin-2-yl)-(1-phenyl-cyclohexylmethyl)-amine). As a reaction SMILES: [CH2:1]1[C@@H:3]([NH2:4])[C@@H:2]1[C:5]1[CH:10]=[CH:9][CH:8]=[CH:7][CH:6]=1.C(N(CC)C(C)C)(C)C.Br[C:21]1[C:26]([N+:27]([O-:29])=[O:28])=[CH:25][CH:24]=[CH:23][N:22]=1.O1[CH2:34][CH2:33][CH2:32][CH2:31]1>>[N+:27]([C:26]1[C:21]([NH:4][CH2:3][C:2]2([C:5]3[CH:6]=[CH:7][CH:8]=[CH:9][CH:10]=3)[CH2:1][CH2:34][CH2:33][CH2:32][CH2:31]2)=[N:22][CH:23]=[CH:24][CH:25]=1)([O-:29])=[O:28]. Procedure details: A solution of compound 1 (1.21 g; 6.39 mmol) in anhydrous tetrahydrofuran (30 mL) was treated with N,N-diisopropylethylamine (1 mL; 5.73 mmol) and 2-bromo-3-nitro-pyridine (1.18 g; 5.81 mmol). The reaction mixture was heated at 60° C. for 21 h. The solvent was removed under reduced pressure and the residue was treated with ethyl acetate and 10% aqueous hydrochloric acid. The organic layer was separated, washed with saturated aqueous sodium chloride, dried (anhydrous sodium sulfate), filtered and... Reactants: N(=NC(=O)OCCOC)C(=O)OCCOC (bis(2-methoxyethyl) azodicarboxylate), C1(CC1)C1=NC2=C(N1C)C=C(C=C2)N2C(C=C(C=C2)O)=O (1-(2-cyclopropyl-1-methyl-1H-benzo[d]imidazol-6-yl)-4-hydroxypyridin-2(1H)-one), FCC=1N=C(SC1)CO ((4-(fluoromethyl)thiazol-2-yl)methanol), C1(=CC=CC=C1)P(C1=CC=CC=C1)C1=CC=CC=C1 (triphenylphosphine). The solvent is C1CCOC1 (THF), O (water). Conditions: time 2 hour. Product: C1(CC1)C1=NC2=C(N1C)C=C(C=C2)N2C(C=C(C=C2)OCC=2SC=C(N2)CF)=O (1-(2-Cyclopropyl-1-methyl-1H-benzimidazol-6-yl)-4-((4-(fluoromethyl)-1,3-thiazol-2-yl)methoxy)pyridin-2(1H)-one). Isolated yield 2.7%. RXN SMILES: [CH:1]1([C:4]2[N:8]([CH3:9])[C:7]3[CH:10]=[C:11]([N:14]4[CH:19]=[CH:18][C:17]([OH:20])=[CH:16][C:15]4=[O:21])[CH:12]=[CH:13][C:6]=3[N:5]=2)[CH2:3][CH2:2]1.[F:22][CH2:23][C:24]1[N:25]=[C:26]([CH2:29]O)[S:27][CH:28]=1.C1(P(C2C=CC=CC=2)C2C=CC=CC=2)C=CC=CC=1.N(C(OCCOC)=O)=NC(OCCOC)=O>O.C1COCC1>[CH:1]1([C:4]2[N:8]([CH3:9])[C:7]3[CH:10]=[C:11]([N:14]4[CH:19]=[CH:18][C:17]([O:20][CH2:29][C:26]5[S:27][CH:28]=[C:24]([CH2:23][F:22])[N:25]=5)=[CH:16][C:15]4=[O:21])[CH:12]=[CH:13][C:6]=3[N:5]=2)[CH2:2][CH2:3]1. Procedure: To a suspension of 1-(2-cyclopropyl-1-methyl-1H-benzo[d]imidazol-6-yl)-4-hydroxypyridin-2(1H)-one (100 mg), (4-(fluoromethyl)thiazol-2-yl)methanol (105 mg), triphenylphosphine (280 mg) and THF (5 ml) was added bis(2-methoxyethyl) azodicarboxylate (250 mg), and the mixture was stirred at room temperature for 2 h, then at 70° C. for 2 h. The mixture was poured into water, and extracted with EtOAc. The extract was washed with brine, dried over MgSO4, concentrated in vacuo, and purified by silica ge... Starting materials: C(C)OC(CC1CN=C(S1)C=1NC2=C(C=C(C=C2C1)OC=1C=NC(=CC1)CS(=O)(=O)C)OC1CCOCC1)=O (ethyl{2-[5-({6-[(methylsulfonyl)methyl]pyridin-3-yl}oxy)-7-(tetrahydro-2H-pyran-4-yloxy)-1H-indol-2-yl]-4,5-dihydro-1,3-thiazol-5-yl}acetate), [BH4-].[Li+] (lithium tetrahydroborate), C(C)(=O)OCC (ethyl acetate), O (Water). Run in O1CCCC1 (tetrahydrofuran), CO (methanol), CCCCCC (hexane). Conditions: time 1 hour. The product is CS(=O)(=O)CC1=CC=C(C=N1)OC=1C=C2C=C(NC2=C(C1)OC1CCOCC1)C=1SC(CN1)CCO (2-{2-[5-({6-[(Methylsulfonyl)methyl]pyridin-3-yl}oxy)-7-(tetrahydro-2H-pyran-4-yloxy)-1H-indol-2-yl]-4,5-dihydro-1,3-thiazol-5-yl}ethanol). The yield is 52.8%. RXN SMILES: C([O:3][C:4](=O)[CH2:5][CH:6]1[S:10][C:9]([C:11]2[NH:12][C:13]3[C:18]([CH:19]=2)=[CH:17][C:16]([O:20][C:21]2[CH:22]=[N:23][C:24]([CH2:27][S:28]([CH3:31])(=[O:30])=[O:29])=[CH:25][CH:26]=2)=[CH:15][C:14]=3[O:32][CH:33]2[CH2:38][CH2:37][O:36][CH2:35][CH2:34]2)=[N:8][CH2:7]1)C.[BH4-].[Li+].O.C(OCC)(=O)C>O1CCCC1.CO.CCCCCC>[CH3:31][S:28]([CH2:27][C:24]1[N:23]=[CH:22][C:21]([O:20][C:16]2[CH:17]=[C:18]3[C:13](=[C:14]([O:32][CH:33]4[CH2:38][CH2:37][O:36][CH2:35][CH2:34]4)[CH:15]=2)[NH:12][C:11]([C:9]2[S:10][CH:6]([CH2:5][CH2:4][OH:3])[CH2:7][N:8]=2)=[CH:19]3)=[CH:26][CH:25]=1)(=[O:29])=[O:30] |f:1.2|. Procedure: To a solution of ethyl{2-[5-({6-[(methylsulfonyl)methyl]pyridin-3-yl}oxy)-7-(tetrahydro-2H-pyran-4-yloxy)-1H-indol-2-yl]-4,5-dihydro-1,3-thiazol-5-yl}acetate (290 mg) in tetrahydrofuran (10 mL) and methanol (15 mL) was added lithium tetrahydroborate (132 mg) at room temperature, and the mixture was stirred at room temperature for 1 hr. Water was added to the reaction mixture, and the mixture was extracted with ethyl acetate. The organic layer was washed with saturated brine, dried over magnesium... The reactants are CC(C)(C)OC(=O)N1CCOCC1C(=O)O, CN(C(=O)c1ccc(Cl)cc1)C1CCNCC1c1ccc(Cl)c(Cl)c1, Cl. The product is CN(C(=O)c1ccc(Cl)cc1)C1CCN(C(=O)C2COCCN2C(=O)OC(C)(C)C)CC1c1ccc(Cl)c(Cl)c1. Reaction SMILES: [C:27]([CH3:28])([CH3:29])([CH3:30])[O:31][C:32](=[O:33])[N:34]1[CH:35]([C:40](=[O:41])[OH:42])[CH2:36][O:37][CH2:38][CH2:39]1.[Cl:2][c:3]1[cH:4][cH:5][c:6]([C:7](=[O:8])[N:9]([CH3:10])[CH:11]2[CH:12]([c:17]3[cH:18][c:19]([Cl:24])[c:20]([Cl:23])[cH:21][cH:22]3)[CH2:13][NH:14][CH2:15][CH2:16]2)[cH:25][cH:26]1.[ClH:1]>>[Cl:2][c:3]1[cH:4][cH:5][c:6]([C:7](=[O:8])[N:9]([CH3:10])[CH:11]2[CH:12]([c:17]3[cH:18][c:19]([Cl:24])[c:20]([Cl:23])[cH:21][cH:22]3)[CH2:13][N:14]([C:40]([CH:35]3[N:34]([C:32]([O:31][C:27]([CH3:28])([CH3:29])[CH3:30])=[O:33])[CH2:39][CH2:38][O:37][CH2:36]3)=[O:41])[CH2:15][CH2:16]2)[cH:25][cH:26]1. Reactants: C=CCC1C(CCC1)=O (2-(propene-3-yl)cyclopentanone), C[C@@H](C1=CC=CC=C1)N ((S)-α-methylbenzylamine), C(C)(=O)O (acetic acid), C(C)(C)(C)[N+]#[C-] (t-butylisonitrile), FC(CO)(F)F (2,2,2-trifluoroethanol). Reaction conditions: time 5 day. The product is C(C=C)[C@@H]1[C@@](CCC1)(C(=O)NC(C)(C)C)N(C(C)=O)[C@@H](C)C1=CC=CC=C1 ((1S,2R)-2-allyl-N-(tert-butyl)-1-(N—((S)-1-phenylethyl)acetamido) cyclopentanecarboxamide). Reaction SMILES: [CH2:1]=[CH:2][CH2:3][CH:4]1[CH2:8][CH2:7][CH2:6][C:5]1=O.[CH3:10][C@H:11]([NH2:18])[C:12]1[CH:17]=[CH:16][CH:15]=[CH:14][CH:13]=1.[C:19]([OH:22])(=O)[CH3:20].[C:23]([N+:27]#[C-:28])([CH3:26])([CH3:25])[CH3:24].FC(F)(F)C[OH:32]>>[CH2:3]([C@H:4]1[CH2:8][CH2:7][CH2:6][C@@:5]1([N:18]([C@H:11]([C:12]1[CH:17]=[CH:16][CH:15]=[CH:14][CH:13]=1)[CH3:10])[C:19](=[O:22])[CH3:20])[C:28]([NH:27][C:23]([CH3:26])([CH3:25])[CH3:24])=[O:32])[CH:2]=[CH2:1]. Reported procedure: To a stirring solution of 2-(propene-3-yl)cyclopentanone (0.745 g, 6.0 mmol) in 2,2,2-trifluoroethanol (5 mL) under an atmosphere of nitrogen was added (S)-α-methylbenzylamine (3.1 mL, 24 mmol), glacial acetic acid (1.38 mL, 24 mmol), and t-butylisonitrile (2.04 mL, 18 mmol). After stirring at room temperature for five days and then at 60° C. for an additional 2 days, the mixture was concentrated in vacuo, taken up in water (50 mL) and extracted using ethyl acetate (75 mL, then 50 mL). The combi... Reactants: CCO, c1ccc(C(c2ccccc2)N2CC(n3ccnn3)C2)cc1, Cl. Yields the product Cl, c1cn(C2CNC2)nn1. Reaction SMILES: [CH3:24][CH2:25][OH:26].[CH:1]([c:2]1[cH:3][cH:4][cH:5][cH:6][cH:7]1)([c:8]1[cH:9][cH:10][cH:11][cH:12][cH:13]1)[N:14]1[CH2:15][CH:16]([n:18]2[n:19][n:20][cH:21][cH:22]2)[CH2:17]1.[ClH:23]>>[ClH:23].[NH:14]1[CH2:15][CH:16]([n:18]2[n:19][n:20][cH:21][cH:22]2)[CH2:17]1. The reactants are C1CCOC1, [Li]CCCC, CCCCCC, Fc1ccc(CBr)cc1, [Pd], c1ccc(P(c2ccccc2)c2ccccc2)cc1, c1ccc(P(c2ccccc2)c2ccccc2)cc1, c1ccc(P(c2ccccc2)c2ccccc2)cc1, c1ccc(P(c2ccccc2)c2ccccc2)cc1, c1ccsc1. The product is Fc1ccc(Cc2cccs2)cc1. As a reaction SMILES: [CH2:26]1[O:27][CH2:28][CH2:29][CH2:30]1.[CH2:6]([Li:7])[CH2:8][CH2:9][CH3:10].[CH3:11][CH2:12][CH2:13][CH2:14][CH2:15][CH3:16].[F:17][c:18]1[cH:19][cH:20][c:21]([CH2:22][Br:23])[cH:24][cH:25]1.[Pd:31].[c:32]1([P:33]([c:34]2[cH:35][cH:36][cH:37][cH:38][cH:39]2)[c:40]2[cH:41][cH:42][cH:43][cH:44][cH:45]2)[cH:46][cH:47][cH:48][cH:49][cH:50]1.[c:51]1([P:52]([c:53]2[cH:54][cH:55][cH:56][cH:57][cH:58]2)[c:59]2[cH:60][cH:61][cH:62][cH:63][cH:64]2)[cH:65][cH:66][cH:67][cH:68][cH:69]1.[c:70]1([P:71]([c:72]2[cH:73][cH:74][cH:75][cH:76][cH:77]2)[c:78]2[cH:79][cH:80][cH:81][cH:82][cH:83]2)[cH:84][cH:85][cH:86][cH:87][cH:88]1.[c:89]1([P:90]([c:91]2[cH:92][cH:93][cH:94][cH:95][cH:96]2)[c:97]2[cH:98][cH:99][cH:100][cH:101][cH:102]2)[cH:103][cH:104][cH:105][cH:106][cH:107]1.[cH:1]1[cH:2][cH:3][s:4][cH:5]1>>[cH:1]1[cH:2][c:3]([CH2:22][c:21]2[cH:20][cH:19][c:18]([F:17])[cH:25][cH:24]2)[s:4][cH:5]1. RXN SMILES: C(OC([NH:8][C@@H:9]([CH2:13][CH2:14][CH2:15][CH2:16][CH2:17][CH:18]=[CH2:19])[C:10]([OH:12])=[O:11])=O)(C)(C)C.[ClH:20].[CH3:21][CH2:22]O>>[ClH:20].[NH2:8][C@@H:9]([CH2:13][CH2:14][CH2:15][CH2:16][CH2:17][CH:18]=[CH2:19])[C:10]([O:12][CH2:21][CH3:22])=[O:11] |f:3.4|. The product is Cl.N[C@H](C(=O)OCC)CCCCCC=C (Ethyl (25)-2-aminonon-8-enoate hydrochloride). Reactants: C(C)(C)(C)OC(=O)N[C@H](C(=O)O)CCCCCC=C ((2S)-2-[(t-butoxycarbonyl)amino]non-8-enoic acid), Cl (HCl), CCO (EtOH). Run at time 2 hour. Procedure details: A stirred solution of (2S)-2-[(t-butoxycarbonyl)amino]non-8-enoic acid (ACME Bioscience Inc) (1.00 g, 3.69 mmol) in EtOH (10 ml) was saturated with HCl gas. The mixture was stirred at RT for 2 hours, then concentrated to give the title product (0.85 g). LRMS (ESI) m/z 200.4 [(M+H)+; calcd for C11H22NO2: 200.2].